From a dataset of the Open Reaction Database (ORD), a public repository of structured organic reaction records. describe an organic reaction: reactants, conditions, products, and yield Reactants: FC1=C(C=C(C=C1)OC)[C@H]1[C@@H](C1)CN ((trans)-2-(2-Fluoro-5-methoxyphenyl)cyclopropanemethanamine), FC1=C(C=C(C=C1)OC)[C@H]1[C@@H](C1)C#N ((trans)-2-(2-fluoro-5-methoxyphenyl)cyclopropane carbonitrile), C(Cl)(Cl)Cl (CHCl3), CCO (EtOH). The reagents and catalysts are O=[Pt]=O (PtO2). Run at time 3 hour. The product is FC1=C(C=C(C=C1)OC)[C@H]1[C@@H](C1)CNC(C(C)C)=O ((trans)-N-[[2-(2-Fluoro-5-methoxyphenyl)cyclopropyl]methyl]-2-methylpropanamide), amine. RXN SMILES: [F:1][C:2]1[CH:7]=[CH:6][C:5]([O:8][CH3:9])=[CH:4][C:3]=1[C@@H:10]1[CH2:12][C@H:11]1[CH2:13][NH2:14].FC1C=CC(OC)=CC=1[C@@H:24]1[CH2:26][C@H:25]1[C:27]#N.C(Cl)(Cl)Cl.CC[OH:35]>O=[Pt]=O>[F:1][C:2]1[CH:7]=[CH:6][C:5]([O:8][CH3:9])=[CH:4][C:3]=1[C@@H:10]1[CH2:12][C@H:11]1[CH2:13][NH:14][C:27](=[O:35])[CH:25]([CH3:24])[CH3:26]. Reported procedure: (trans)-2-(2-Fluoro-5-methoxyphenyl)cyclopropanemethanamine: A suspension of (trans)-2-(2-fluoro-5-methoxyphenyl)cyclopropane carbonitrile (5.0 g, 26 mmol), PtO2 (200 mg), and CHCl3 (10 mL) in EtOH (65 mL) was hydrogenated in a Parr apparatus at 55 psi for 3 h. The catalyst was filtered through a plug of celite and the solvents were removed. The resulting hydrochloride salt was then partitioned between CH2Cl2 and 10% K2CO3. The organic layer was separated, dried over K2CO3, and concentrated to a...